From a dataset of the Open Reaction Database (ORD), a public repository of structured organic reaction records. describe an organic reaction: reactants, conditions, products, and yield Reactants: O=C([O-])[O-], Clc1ccc(-c2nsc(CBr)n2)c(OCc2ccccc2)c1, NC(=O)c1c(F)ccc(O)c1F, [K+], [K+], CN(C)C=O. The product is NC(=O)c1c(F)ccc(OCc2nc(-c3ccc(Cl)cc3OCc3ccccc3)ns2)c1F. As a reaction SMILES: [C:35](=[O:36])([O-:37])[O-:38].[CH2:1]([c:2]1[cH:3][cH:4][cH:5][cH:6][cH:7]1)[O:8][c:9]1[c:10](-[c:16]2[n:17][s:18][c:19]([CH2:21][Br:22])[n:20]2)[cH:11][cH:12][c:13]([Cl:15])[cH:14]1.[F:23][c:24]1[c:25]([C:26](=[O:27])[NH2:28])[c:29]([F:34])[cH:30][cH:31][c:32]1[OH:33].[K+:39].[K+:40].[O:41]=[CH:42][N:43]([CH3:44])[CH3:45]>>[CH2:1]([c:2]1[cH:3][cH:4][cH:5][cH:6][cH:7]1)[O:8][c:9]1[c:10](-[c:16]2[n:17][s:18][c:19]([CH2:21][O:33][c:32]3[c:24]([F:23])[c:25]([C:26](=[O:27])[NH2:28])[c:29]([F:34])[cH:30][cH:31]3)[n:20]2)[cH:11][cH:12][c:13]([Cl:15])[cH:14]1.